From a dataset of the Open Reaction Database (ORD), a public repository of structured organic reaction records. describe an organic reaction: reactants, conditions, products, and yield Reactants: FB(F)F, CC(=O)CCc1ccccc1CCCC(=O)O, CO, CO. Product: COC(=O)CCCc1ccccc1CCC(C)=O. As a reaction SMILES: [B:22]([F:23])([F:24])[F:25].[C:1](=[O:2])([OH:3])[CH2:4][CH2:5][CH2:6][c:7]1[c:8]([CH2:13][CH2:14][C:15]([CH3:16])=[O:17])[cH:9][cH:10][cH:11][cH:12]1.[CH3:18][OH:19].[CH3:20][OH:21]>>[C:1](=[O:2])([O:3][CH3:18])[CH2:4][CH2:5][CH2:6][c:7]1[c:8]([CH2:13][CH2:14][C:15]([CH3:16])=[O:17])[cH:9][cH:10][cH:11][cH:12]1. Reactants: ClC=1C=CC(=C(CC2CNC(CN(C2=O)C(=O)NC(C(=O)NCC(=O)OC(C)(C)C)CC)=O)C1)OC (tert-butyl {[2-({[6-(5-chloro-2-methoxybenzyl)-3,7-dioxo-1,4-diazepan-1-yl]carbonyl}amino)butanoyl]amino}acetate), Cl.C(C)(C)(C)OC(CN)=O (glycine tert-butyl ester hydrochloride), Cl.C(C)(C)(C)OC([C@@H](N)C)=O (L-alanine tert-butyl ester hydrochloride). Yields the product ClC=1C=CC(=C(CC2CNC(CN(C2=O)C(=O)N[C@@H](C(=O)N[C@H](C(=O)O)C)CC)=O)C1)OC ((2S)-2-{[(2R)-2-({[6-(5-chloro-2-methoxybenzyl)-3,7-dioxo-1,4-diazepan-1-yl]carbonyl}amino)butanoyl]amino}propanoic Acid). As a reaction SMILES: [Cl:1][C:2]1[CH:3]=[CH:4][C:5]([O:35][CH3:36])=[C:6]([CH:34]=1)[CH2:7][CH:8]1[C:14](=[O:15])[N:13]([C:16]([NH:18][CH:19]([CH2:31][CH3:32])[C:20]([NH:22][CH2:23][C:24]([O:26]C(C)(C)C)=[O:25])=[O:21])=[O:17])[CH2:12][C:11](=[O:33])[NH:10][CH2:9]1.Cl.[C:38](OC(=O)CN)(C)(C)C.Cl.C(OC(=O)[C@H](C)N)(C)(C)C>>[Cl:1][C:2]1[CH:3]=[CH:4][C:5]([O:35][CH3:36])=[C:6]([CH:34]=1)[CH2:7][CH:8]1[C:14](=[O:15])[N:13]([C:16]([NH:18][C@H:19]([CH2:31][CH3:32])[C:20]([NH:22][C@@H:23]([CH3:38])[C:24]([OH:26])=[O:25])=[O:21])=[O:17])[CH2:12][C:11](=[O:33])[NH:10][CH2:9]1 |f:1.2,3.4|. Procedure details: Instead of the starting material compound of Example 220, that is, the glycine tert-butyl ester hydrochloride, L-alanine tert-butyl ester hydrochloride was used for the similar procedure as in Example 220 and Example 245 to obtain the title compound. The reactants are C(=C)C1=NN(C2=CC=CC=C12)COCC[Si](C)(C)C (ethenyl-1-(2-trimethylsilanyl-ethoxymethyl)-1H-indazole), FC1=C(C(=C(C(=C1OC=O)F)F)F)F (formic acid pentafluorophenyl ester). Solvent: C(Cl)Cl (methylene chloride), CCOC(=O)C (EtOAc). Run at time 3 hour. Product: N1N=CC2=CC=CC=C12 (1H-indazole). Isolated yield 190.5%. RXN SMILES: C([C:3]1[C:11]2[C:6](=[CH:7][CH:8]=[CH:9][CH:10]=2)[N:5](COCC[Si](C)(C)C)[N:4]=1)=C.FC1C(OC=O)=C(F)C(F)=C(F)C=1F>C(Cl)Cl.CCOC(C)=O>[NH:5]1[C:6]2[C:11](=[CH:10][CH:9]=[CH:8][CH:7]=2)[CH:3]=[N:4]1. Procedure: 6-(3-Benzamidobenzoyl)-3-E-2-aminophenyl)ethenyl-1-(2-trimethylsilanyl-ethoxymethyl)-1H-indazole (0.17, 0.28 mmol) was dissolved in 3 mL of methylene chloride. To this was added formic acid pentafluorophenyl ester (0.12 g, 0.56 mmol) dropwise. After 3 h, the reaction mixture was diluted with 40 mL of EtOAc and was washed with 50/50 NaHCO3 (2×30 mL) and the organic layer was filtered through a silica plug. The residue was purified by radial chromatography through silica eluting with hexane:EtOAc/... Reactants: CCO, [Na+], [OH-], CCOC(=O)CC1Cc2ccc(C(=O)NCCNc3ccccn3)cc2Cc2ccccc21. The product is O=C(O)CC1Cc2ccc(C(=O)NCCNc3ccccn3)cc2Cc2ccccc21. RXN SMILES: [CH3:36][CH2:37][OH:38].[Na+:35].[OH-:34].[n:1]1[c:2]([NH:7][CH2:8][CH2:9][NH:10][C:11](=[O:12])[c:13]2[cH:14][cH:15][c:16]3[c:17]([cH:33]2)[CH2:18][c:19]2[c:20]([cH:29][cH:30][cH:31][cH:32]2)[CH:21]([CH2:23][C:24](=[O:25])[O:26][CH2:27][CH3:28])[CH2:22]3)[cH:3][cH:4][cH:5][cH:6]1>>[n:1]1[c:2]([NH:7][CH2:8][CH2:9][NH:10][C:11](=[O:12])[c:13]2[cH:14][cH:15][c:16]3[c:17]([cH:33]2)[CH2:18][c:19]2[c:20]([cH:29][cH:30][cH:31][cH:32]2)[CH:21]([CH2:23][C:24](=[O:25])[OH:26])[CH2:22]3)[cH:3][cH:4][cH:5][cH:6]1. Reactants: ClC=1C(=NC=CN1)N (3-chloropyrazin-2-ylamine), BrC(C(=O)C1=CC=C(C=C1)F)C1=NC(=NC=C1)SC (2-bromo-1-(4-fluorophenyl)-2-(2-methylsulfanylpyrimidin-4-yl)ethanone). Run in CN1C(CCC1)=O (1-methyl-2-pyrrolidinone), C(Cl)Cl (DCM), CN1C(CCC1)=O (1-methyl-2-pyrrolidinone). Run at temperature 150 celsius, time 30 minute. Product: ClC=1C=2N(C=CN1)C(=C(N2)C2=CC=C(C=C2)F)C2=NC(=NC=C2)SC (8-Chloro-2-(4-fluorophenyl)-3-(2-methylsulfanylpyrimidin-4-yl)imidazo[1,2-a]pyrazine). Isolated yield 5.1%. RXN SMILES: [Cl:1][C:2]1[C:3]([NH2:8])=[N:4][CH:5]=[CH:6][N:7]=1.Br[CH:10]([C:20]1[CH:25]=[CH:24][N:23]=[C:22]([S:26][CH3:27])[N:21]=1)[C:11]([C:13]1[CH:18]=[CH:17][C:16]([F:19])=[CH:15][CH:14]=1)=O>CN1CCCC1=O.C(Cl)Cl>[Cl:1][C:2]1[C:3]2[N:4]([C:10]([C:20]3[CH:25]=[CH:24][N:23]=[C:22]([S:26][CH3:27])[N:21]=3)=[C:11]([C:13]3[CH:14]=[CH:15][C:16]([F:19])=[CH:17][CH:18]=3)[N:8]=2)[CH:5]=[CH:6][N:7]=1. Procedure details: To a solution of 3-chloropyrazin-2-ylamine (1.3 g, 10 mmol) in 1-methyl-2-pyrrolidinone (1 mL) heated to about 150° C. was added dropwise over about 15 min a solution of 2-bromo-1-(4-fluorophenyl)-2-(2-methylsulfanylpyrimidin-4-yl)ethanone (prepared according to WO2003000682; 0.34 g, 1 mmol) in 1-methyl-2-pyrrolidinone (1 mL). After about 30 min of stirring at about 150° C., the mixture was cooled to ambient temperature, diluted with DCM, extracted three times with 1N HCl and six times with 2N N...